This data is from the Open Reaction Database (ORD), a public repository of structured organic reaction records. The task is: describe an organic reaction: reactants, conditions, products, and yield Starting materials: ClC=1C(=NC=CN1)N (3-chloro-2-pyrazinamine), C[O-].[Na+] (sodium methoxide). The solvent is CO (methanol). Reaction conditions: temperature 130 celsius. Product: COC=1C(=NC=CN1)N (3-(methyloxy)-2-pyrazinamine). Yield: 58.5%. RXN SMILES: Cl[C:2]1[C:3]([NH2:8])=[N:4][CH:5]=[CH:6][N:7]=1.[CH3:9][O-:10].[Na+]>CO>[CH3:9][O:10][C:2]1[C:3]([NH2:8])=[N:4][CH:5]=[CH:6][N:7]=1 |f:1.2|. Procedure details: A mixture of 3-chloro-2-pyrazinamine (200 mg, 1.544 mmol) and sodium methoxide (250 mg, 4.63 mmol) in methanol (3.9 ml) was heated to 130° C. via a microwave reactor for 60 min. The crude product mixture was purified by RP-HPLC to give 3-(methyloxy)-2-pyrazinamine (113 mg, 0.903 mmol, 59% yield). MS (ES+) m/z 125.8 (MH+). Reactants: CN(C(C1=CC=C(C=C1)C(CC(=O)C1=CN(C(C=C1)=O)C)C1=C(C=CC=C1)C)=O)CC(=O)O ((methyl-{4-[3-(1-methyl-6-oxo-1,6-dihydro-pyridin-3-yl)-3-oxo-1-o-tolyl-propyl]-benzoyl}-amino)-acetic acid), Cl.NO (hydroxylamine hydrochloride), C(=O)(O)[O-].[Na+] (NaHCO3). Yields the product O\N=C(/CC(C1=C(C=CC=C1)C)C1=CC=C(C(=O)N(C)CC(=O)O)C=C1)\C1=CN(C(C=C1)=O)C (({4-[3-[(E)-Hydroxyimino]-3-(1-methyl-6-oxo-1,6-dihydro-pyridin-3-yl)-1-o-tolyl-propyl]-benzoyl}-methyl-amino)-acetic acid). As a reaction SMILES: [CH3:1][N:2]([CH2:30][C:31]([OH:33])=[O:32])[C:3](=[O:29])[C:4]1[CH:9]=[CH:8][C:7]([CH:10]([C:22]2[CH:27]=[CH:26][CH:25]=[CH:24][C:23]=2[CH3:28])[CH2:11][C:12]([C:14]2[CH:19]=[CH:18][C:17](=[O:20])[N:16]([CH3:21])[CH:15]=2)=O)=[CH:6][CH:5]=1.Cl.[NH2:35][OH:36].C([O-])(O)=O.[Na+]>>[OH:36]/[N:35]=[C:12](/[C:14]1[CH:19]=[CH:18][C:17](=[O:20])[N:16]([CH3:21])[CH:15]=1)\[CH2:11][CH:10]([C:7]1[CH:8]=[CH:9][C:4]([C:3]([N:2]([CH2:30][C:31]([OH:33])=[O:32])[CH3:1])=[O:29])=[CH:5][CH:6]=1)[C:22]1[CH:27]=[CH:26][CH:25]=[CH:24][C:23]=1[CH3:28] |f:1.2,3.4|. Reported procedure: In analogy to example 151, step 3, (methyl-{4-[3-(1-methyl-6-oxo-1,6-dihydro-pyridin-3-yl)-3-oxo-1-o-tolyl-propyl]-benzoyl}-amino)-acetic acid was reacted with hydroxylamine hydrochloride in the presence of NaHCO3 to give the title compound as a colorless solid, MS (ESI−): m/z=460.3 [M−H]−. Starting materials: N1(CCNCC1)C1=CC=C(C(=O)OCC)C=C1 (ethyl 4-(piperazin-1-yl)benzoate), FC(CNC(=O)C1(C2=CC=CC=C2C=2C=CC=CC12)CCCBr)(F)F (3-[9-(2,2,2-Trifluoroethylcarbamoyl)-9H-fluoren-9-yl]propyl bromide). Product: FC(CNC(=O)C1(C2=CC=CC=C2C=2C=CC=CC12)CCCN1CCN(CC1)C1=CC=C(C(=O)OCC)C=C1)(F)F (ethyl 4-[4-[3-[9-(2,2,2-trifluoroethylcarbamoyl)-9H-fluoren-9-yl]propyl]-piperazin-1-yl]benzoate). Reaction SMILES: [N:1]1([C:7]2[CH:17]=[CH:16][C:10]([C:11]([O:13][CH2:14][CH3:15])=[O:12])=[CH:9][CH:8]=2)[CH2:6][CH2:5][NH:4][CH2:3][CH2:2]1.[F:18][C:19]([F:42])([F:41])[CH2:20][NH:21][C:22]([C:24]1([CH2:37][CH2:38][CH2:39]Br)[C:36]2[CH:35]=[CH:34][CH:33]=[CH:32][C:31]=2[C:30]2[C:25]1=[CH:26][CH:27]=[CH:28][CH:29]=2)=[O:23]>>[F:18][C:19]([F:41])([F:42])[CH2:20][NH:21][C:22]([C:24]1([CH2:37][CH2:38][CH2:39][N:4]2[CH2:3][CH2:2][N:1]([C:7]3[CH:8]=[CH:9][C:10]([C:11]([O:13][CH2:14][CH3:15])=[O:12])=[CH:16][CH:17]=3)[CH2:6][CH2:5]2)[C:36]2[CH:35]=[CH:34][CH:33]=[CH:32][C:31]=2[C:30]2[C:25]1=[CH:26][CH:27]=[CH:28][CH:29]=2)=[O:23]. Procedure: Step (b) of Example 1 was repeated, except that the compound prepared in step (a) of Example 80 and the compound prepared in step (a) of Example 93 were used as the starting compounds. Thus, ethyl 4-[4-[3-[9-(2,2,2-trifluoroethylcarbamoyl)-9H-fluoren-9-yl]propyl]-piperazin-1-yl]benzoate was obtained. Starting materials: O=C1C(=CNC=C1C(=O)OCC)CCC (ethyl 1,4-dihydro-4-oxo-3-propyl-5-pyridinecarboxylate), P(=O)(Cl)(Cl)Cl (phosphorus oxychloride). Product: ClC1=C(C=NC=C1C(=O)OCC)CCC (Ethyl 4-chloro-3-propyl-5-pyridinecarboxylate). The yield is 78.0%. RXN SMILES: O=[C:2]1[C:7]([C:8]([O:10][CH2:11][CH3:12])=[O:9])=[CH:6][NH:5][CH:4]=[C:3]1[CH2:13][CH2:14][CH3:15].P(Cl)(Cl)([Cl:18])=O>>[Cl:18][C:2]1[C:7]([C:8]([O:10][CH2:11][CH3:12])=[O:9])=[CH:6][N:5]=[CH:4][C:3]=1[CH2:13][CH2:14][CH3:15]. Procedure details: A mixture of ethyl 1,4-dihydro-4-oxo-3-propyl-5-pyridinecarboxylate (prepared from 3-oxoenanthic acid, ethyl ester as described in J. Heterocyclic Chem. 1980, 17, 359-368) (3.33 g, 15.9 mmol) and phosphorus oxychloride (50 ml) was heated at reflux for 2 h. The excess solvent was removed in vacuo and the residue was azeotroped with toluene. The residue was dissolved in dichloromethane (75 ml) and washed with saturated aqueous NaHCO3 (100 ml). The aqueous layer was further extracted with dichlorom... The reactants are BrC(C)C1=C(C(=O)OC)C=CN=C1Cl (methyl 3-(1-bromoethyl)-2-chloroisonicotinate), Cl.CC=1C=C(C=NC1OCC(F)(F)F)C(C)N (1-(5-methyl-6-(2,2,2-trifluoroethoxy)pyridin-3-yl)ethanamine hydrochloride). Yields the product ClC1=NC=CC2=C1C(N(C2=O)C(C)C=2C=NC(=C(C2)C)OCC(F)(F)F)C (4-chloro-3-methyl-2-(1-(5-methyl-6-(2,2,2-trifluoroethoxy)pyridin-3-yl)ethyl)-2,3-dihydro-1H-pyrrolo[3,4-c]pyridin-1-one). Yield: 12.0%. RXN SMILES: Br[CH:2]([C:4]1[C:13]([Cl:14])=[N:12][CH:11]=[CH:10][C:5]=1[C:6]([O:8]C)=O)[CH3:3].Cl.[CH3:16][C:17]1[CH:18]=[C:19]([CH:29]([NH2:31])[CH3:30])[CH:20]=[N:21][C:22]=1[O:23][CH2:24][C:25]([F:28])([F:27])[F:26]>>[Cl:14][C:13]1[C:4]2[CH:2]([CH3:3])[N:31]([CH:29]([C:19]3[CH:20]=[N:21][C:22]([O:23][CH2:24][C:25]([F:28])([F:26])[F:27])=[C:17]([CH3:16])[CH:18]=3)[CH3:30])[C:6](=[O:8])[C:5]=2[CH:10]=[CH:11][N:12]=1 |f:1.2|. Procedure: The title compound is prepared in 12% yield (40 mg, colorless oil) from methyl 3-(1-bromoethyl)-2-chloroisonicotinate (262 mg, 0.94 mmol, Step-1 of Intermediate-6, racemate) and 1-(5-methyl-6-(2,2,2-trifluoroethoxy)pyridin-3-yl)ethanamine hydrochloride (200 mg, 0.85 mmol, Amine-2, single enantiomer) in a similar manner to Intermediate-2. The reactants are C(C)(=O)OC1=C(C(=O)NC2=C(C=C(C(=O)N(C3=C(C=C(C=C3)C)OCCCCCC(=O)N3CCC(CC3)N(C)C)C)C=C2)OC)C=CC=C1 (4-[2-(acetyloxy)benzoyl]amino-3-methoxy-N-methyl-N-[2-[5-(4-dimethylaminopiperidin-1-yl)carbonylpent-1-yloxy]-4-methylphenyl]benzamide), [OH-].[Na+] (sodium hydroxide). Solvent: CO (methanol). Reaction conditions: time 6 hour. The product is OC1=C(C(=O)NC2=C(C=C(C(=O)N(C3=C(C=C(C=C3)C)OCCCCCC(=O)N3CCC(CC3)N(C)C)C)C=C2)OC)C=CC=C1 (4-[2-(hydroxy)benzoyl]amino-3-methoxy-N-methyl-N-[2-[5-(4-dimethylaminopiperidin-1-yl)carbonylpent-1-yloxy]-4-methylphenyl]benzamide). The yield is 77.3%. Reaction SMILES: C([O:4][C:5]1[CH:49]=[CH:48][CH:47]=[CH:46][C:6]=1[C:7]([NH:9][C:10]1[CH:43]=[CH:42][C:13]([C:14]([N:16]([CH3:41])[C:17]2[CH:22]=[CH:21][C:20]([CH3:23])=[CH:19][C:18]=2[O:24][CH2:25][CH2:26][CH2:27][CH2:28][CH2:29][C:30]([N:32]2[CH2:37][CH2:36][CH:35]([N:38]([CH3:40])[CH3:39])[CH2:34][CH2:33]2)=[O:31])=[O:15])=[CH:12][C:11]=1[O:44][CH3:45])=[O:8])(=O)C.[OH-].[Na+]>CO>[OH:4][C:5]1[CH:49]=[CH:48][CH:47]=[CH:46][C:6]=1[C:7]([NH:9][C:10]1[CH:43]=[CH:42][C:13]([C:14]([N:16]([CH3:41])[C:17]2[CH:22]=[CH:21][C:20]([CH3:23])=[CH:19][C:18]=2[O:24][CH2:25][CH2:26][CH2:27][CH2:28][CH2:29][C:30]([N:32]2[CH2:37][CH2:36][CH:35]([N:38]([CH3:40])[CH3:39])[CH2:34][CH2:33]2)=[O:31])=[O:15])=[CH:12][C:11]=1[O:44][CH3:45])=[O:8] |f:1.2|. Reported procedure: A solution of 4-[2-(acetyloxy)benzoyl]amino-3-methoxy-N-methyl-N-[2-[5-(4-dimethylaminopiperidin-1-yl)carbonylpent-1-yloxy]-4-methylphenyl]benzamide (400 mg) in methanol (10 ml) was treated with 1N sodium hydroxide solution (3 ml) at ambient temperature. After 6 hours, the reaction mixture was concentrated in vacuo and extracted with the mixture of dichloromethane and diluted hydrochloric acid. The organic phase was washed with brine and dried over sodium sulfate. The crude product was purified ...